Dataset: the Open Reaction Database (ORD), a public repository of structured organic reaction records. Task: describe an organic reaction: reactants, conditions, products, and yield The reactants are NC=1C=C2C(=NC1)N(C=C2C=2C=C(C=NC2)N[C@@H](C(C)C)C(=O)NCC(F)(F)F)COCC[Si](C)(C)C (N2-{5-[5-(amino)-1-{[2-(trimethylsilyl)ethoxy]methyl}-1H-pyrrolo[2,3-b]pyridin-3-yl]pyridin-3-yl}-N-(2,2,2-trifluoroethyl)valinamide), CS(=O)(=O)Cl (methanesulfonyl chloride). Run in C(Cl)Cl (DCM), N1=CC=CC=C1 (pyridine). Reaction conditions: time 18 hour. Yields the product CS(=O)(=O)NC=1C=C2C(=NC1)N(C=C2C=2C=C(C=NC2)N[C@@H](C(C)C)C(=O)NCC(F)(F)F)COCC[Si](C)(C)C (N2-[5-(5-[(methylsulfonyl)amino]-1-{[2-(trimethylsilyl)ethoxy]methyl}-1H-pyrrolo[2,3-b]pyridin-3-yl)pyridin-3-yl]-N-(2,2,2-trifluoroethyl)valinamide). RXN SMILES: [NH2:1][C:2]1[CH:3]=[C:4]2[C:10]([C:11]3[CH:12]=[C:13]([NH:17][C@H:18]([C:22]([NH:24][CH2:25][C:26]([F:29])([F:28])[F:27])=[O:23])[CH:19]([CH3:21])[CH3:20])[CH:14]=[N:15][CH:16]=3)=[CH:9][N:8]([CH2:30][O:31][CH2:32][CH2:33][Si:34]([CH3:37])([CH3:36])[CH3:35])[C:5]2=[N:6][CH:7]=1.[CH3:38][S:39](Cl)(=[O:41])=[O:40]>C(Cl)Cl.N1C=CC=CC=1>[CH3:38][S:39]([NH:1][C:2]1[CH:3]=[C:4]2[C:10]([C:11]3[CH:12]=[C:13]([NH:17][C@H:18]([C:22]([NH:24][CH2:25][C:26]([F:29])([F:28])[F:27])=[O:23])[CH:19]([CH3:21])[CH3:20])[CH:14]=[N:15][CH:16]=3)=[CH:9][N:8]([CH2:30][O:31][CH2:32][CH2:33][Si:34]([CH3:37])([CH3:36])[CH3:35])[C:5]2=[N:6][CH:7]=1)(=[O:41])=[O:40]. Procedure details: To a solution of N2-[5-(5-amino-1-{[2-(trimethylsilyl)ethoxy]methyl}-1H-pyrrolo[2,3-b]pyridin-3-yl)pyridin-3-yl]-N-(2,2,2-trifluoroethyl)valinamide 5-1b (50 mg, 0.093 mmol) in DCM (2 mL) and pyridine (0.5 mL) was added methanesulfonyl chloride (7.62 μl, 0.098 mmol) and mixture was stirred for 18 h. The residue 5-3a was used without further purification. MS APCI: [M+H]+ m/z=615.1. Starting materials: C(CC)OC1=CC=C(C=C1)C=1C=CC2=C(C=C(CCS2(=O)=O)C(=O)OC)C1 (methyl 7-(4-propoxyphenyl)-1,1-dioxo-2,3-dihydro-1-benzothiepine-4-carboxylate), Cl (hydrochloric acid). The solvent is COCCOC (1,2-dimethoxyethane). Product: C(CC)OC1=CC=C(C=C1)C=1C=CC2=C(C=C(CCS2(=O)=O)C(=O)O)C1 (7-(4-propoxyphenyl)-1,1-dioxo-2,3-dihydro-1-benzothiepine-4-carboxylic acid). Yield: 89.8%. RXN SMILES: [CH2:1]([O:4][C:5]1[CH:10]=[CH:9][C:8]([C:11]2[CH:12]=[CH:13][C:14]3[S:20](=[O:22])(=[O:21])[CH2:19][CH2:18][C:17]([C:23]([O:25]C)=[O:24])=[CH:16][C:15]=3[CH:27]=2)=[CH:7][CH:6]=1)[CH2:2][CH3:3].Cl>COCCOC>[CH2:1]([O:4][C:5]1[CH:10]=[CH:9][C:8]([C:11]2[CH:12]=[CH:13][C:14]3[S:20](=[O:21])(=[O:22])[CH2:19][CH2:18][C:17]([C:23]([OH:25])=[O:24])=[CH:16][C:15]=3[CH:27]=2)=[CH:7][CH:6]=1)[CH2:2][CH3:3]. Procedure details: To a solution of methyl 7-(4-propoxyphenyl)-1,1-dioxo-2,3-dihydro-1-benzothiepine-4-carboxylate (400 mg) in 1,2-dimethoxyethane (10 ml) was added 6N hydrochloric acid (5 ml), and the mixture was refluxed for 2 days, cooled to room temperature and concentrated under reduced pressure to give crystals, which were collected by filtration. The crystals were washed with water, 2-propanol and diisopropylether to give colorless crystals of 7-(4-propoxyphenyl)-1,1-dioxo-2,3-dihydro-1-benzothiepine-4-carb... Reactants: C1(=CC=CC=C1)C (toluene), ClC1=C(C=O)C(=CC=C1Cl)[N+](=O)[O-] (2,3-dichloro-6-nitrobenzaldehyde), [BH4-].[Na+] (sodium borohydride). Run in CO (methanol). Procedure: To form 2,3-dichloro-6-nitrobenzylalcohol (compound XX) from 2,3-dichloro-6-nitro benzaldehyde (compound XIX), compound XIX is preferably solubilized in a solvent or solvent mixture such as toluene and methanol. The solution of compound XIX is added to a reducing solution such as sodium borohydride in an organic solvent over a period of time to maintain a reaction temperature below about 40° C., preferably 25° C. The reaction is preferably stirred for 24 hours at room temperature under nitrogen ... The product is ClC1=C(CO)C(=CC=C1Cl)[N+](=O)[O-] (2,3-dichloro-6-nitrobenzyl alcohol). As a reaction SMILES: C1(C)C=CC=CC=1.[Cl:8][C:9]1[C:16]([Cl:17])=[CH:15][CH:14]=[C:13]([N+:18]([O-:20])=[O:19])[C:10]=1[CH:11]=[O:12].[BH4-].[Na+]>CO>[Cl:8][C:9]1[C:16]([Cl:17])=[CH:15][CH:14]=[C:13]([N+:18]([O-:20])=[O:19])[C:10]=1[CH2:11][OH:12] |f:2.3|. Conditions: temperature 25 celsius, time 24 hour. The reactants are ClCCCBr, COc1cc(C(C)=O)ccc1O, [Na+], [OH-], O. Yields the product COc1cc(C(C)=O)ccc1OCCCCl. Reaction SMILES: [Br:1][CH2:2][CH2:3][CH2:4][Cl:5].[CH3:6][C:7](=[O:8])[c:9]1[cH:10][c:11]([O:12][CH3:13])[c:14]([OH:15])[cH:16][cH:17]1.[Na+:19].[OH-:18].[OH2:20]>>[CH2:2]([CH2:3][CH2:4][Cl:5])[O:15][c:14]1[c:11]([O:12][CH3:13])[cH:10][c:9]([C:7]([CH3:6])=[O:8])[cH:17][cH:16]1. Reactants: S(O)(O)(=O)=O (sulphuric acid), CC1(CCN(CCC1)C1=C(C=NN1C)[N+](=O)[O-])O (4-Methyl-1-(1-methyl-4-nitro-1H-pyrazol-5-yl)azepan-4-ol), C(C)#N (acetonitrile), [OH-].[K+] (KOH). Run at time 1 hour. Product: CC1(CCN(CCC1)C1=C(C=NN1C)[N+](=O)[O-])NC(C)=O (N-(4-methyl-1-(1-methyl-4-nitro-1H-pyrazol-5-yl)azepan-4-yl)acetamide). The yield is 93.0%. RXN SMILES: [CH3:1][C:2]1(O)[CH2:8][CH2:7][CH2:6][N:5]([C:9]2[N:13]([CH3:14])[N:12]=[CH:11][C:10]=2[N+:15]([O-:17])=[O:16])[CH2:4][CH2:3]1.S(=O)(=O)(O)O.[OH-:24].[K+].[C:26](#[N:28])[CH3:27]>>[CH3:1][C:2]1([NH:28][C:26](=[O:24])[CH3:27])[CH2:8][CH2:7][CH2:6][N:5]([C:9]2[N:13]([CH3:14])[N:12]=[CH:11][C:10]=2[N+:15]([O-:17])=[O:16])[CH2:4][CH2:3]1 |f:2.3|. Procedure details: 4-Methyl-1-(1-methyl-4-nitro-1H-pyrazol-5-yl)azepan-4-ol (610 mg, 2.40 mmol) was dissolved in acetonitrile (4 mL) and cooled to 0° C. before concentrated sulphuric acid (2.1 mL) was added dropwise. The reaction was allowed to warm to room temperature and stirred for 1 hr before being poured onto ice (150 g), basified with KOH and extracted with DCM (2×30 mL). The combined organic layers were washed with brine (20 mL), passed through a phase separation cartridge and concentrated under reduced pre...